From a dataset of the Open Reaction Database (ORD), a public repository of structured organic reaction records. describe an organic reaction: reactants, conditions, products, and yield The product is [N+](=O)([O-])CCC[C@@H](C(C(=O)O)(O)NC(=N)N)NC(=O)OC(C)(C)C (6-Nitroguanidino-3-(S)-(1,1-dimethylethoxy)methanamido-2-hydroxyhexanoic acid). Conditions: time 8 hour. Yield: 87.1%. Reported procedure: A solution of the compound of Example 3 (5.0 g, 13.8 mmole) in 100 mL of methanol was treated with 17 mL of 1M lithium hydroxide. This solution was allowed to stir overnight and then treated with 20 mL of Dowex-50 resin X8 400 (H+ form) in 50 mL of deionized water. This solution was swirled for 15 minutes then passed through a 4×4 cm. column of the same resin, the column was washed with 1:1 methanol:water and the combined filtrates were concentrated to dryness under vacuum. The residue was disso... The solvent is CO (methanol), O (water). RXN SMILES: C[O:2][C:3](=[O:25])[C:4]([NH:21][C:22]([NH2:24])=[NH:23])([OH:20])[C@@H:5]([NH:12][C:13]([O:15][C:16]([CH3:19])([CH3:18])[CH3:17])=[O:14])[CH2:6][CH2:7][CH2:8][N+:9]([O-:11])=[O:10].[OH-].[Li+]>CO.O>[N+:9]([CH2:8][CH2:7][CH2:6][C@H:5]([NH:12][C:13]([O:15][C:16]([CH3:19])([CH3:18])[CH3:17])=[O:14])[C:4]([NH:21][C:22]([NH2:24])=[NH:23])([OH:20])[C:3]([OH:25])=[O:2])([O-:11])=[O:10] |f:1.2|. Starting materials: COC(C([C@H](CCC[N+](=O)[O-])NC(=O)OC(C)(C)C)(O)NC(=N)N)=O (6-Nitroguanidino-3-(S)-(1,1-dimethylethoxy)methanamido-2-hydroxyhexanoic acid methyl ester), [OH-].[Li+] (lithium hydroxide), resin. Reactants: O (Water), CN(S(=O)(=O)C=1SC=CC1)C=1C=CC=C2C=C(NC12)C=1SC2(CN1)CCNCC2 (N-methyl-N-[2-(1-thia-3,8-diazaspiro[4.5]dec-2-en-2-yl)-1H-indol-7-yl]thiophene-2-sulfonamide), CN1C(=NCC1)C=O (1-methyl-4H-imidazole-2-carbaldehyde), C(C)(=O)O[BH-](OC(C)=O)OC(C)=O.[Na+] (sodium triacetoxyborohydride). Run in O1CCCC1 (tetrahydrofuran). Run at time 18 hour. Yields the product CN(S(=O)(=O)C=1SC=CC1)C=1C=CC=C2C=C(NC12)C=1SC2(CN1)CCN(CC2)CC=2N(C=CN2)C (N-methyl-N-(2-{8-[(1-methyl-1H-imidazol-2-yl)methyl]-1-thia-3,8-diazaspiro[4.5]dec-2-en-2-yl}-1H-indol-7-yl)thiophene-2-sulfonamide). Yield: 11.6%. As a reaction SMILES: [CH3:1][N:2]([C:11]1[CH:12]=[CH:13][CH:14]=[C:15]2[C:19]=1[NH:18][C:17]([C:20]1[S:21][C:22]3([CH2:29][CH2:28][NH:27][CH2:26][CH2:25]3)[CH2:23][N:24]=1)=[CH:16]2)[S:3]([C:6]1[S:7][CH:8]=[CH:9][CH:10]=1)(=[O:5])=[O:4].[CH3:30][N:31]1[CH2:35][CH2:34][N:33]=[C:32]1[CH:36]=O.C(O[BH-](OC(=O)C)OC(=O)C)(=O)C.[Na+].O>O1CCCC1>[CH3:1][N:2]([C:11]1[CH:12]=[CH:13][CH:14]=[C:15]2[C:19]=1[NH:18][C:17]([C:20]1[S:21][C:22]3([CH2:29][CH2:28][N:27]([CH2:36][C:32]4[N:31]([CH3:30])[CH:35]=[CH:34][N:33]=4)[CH2:26][CH2:25]3)[CH2:23][N:24]=1)=[CH:16]2)[S:3]([C:6]1[S:7][CH:8]=[CH:9][CH:10]=1)(=[O:4])=[O:5] |f:2.3|. Procedure: To a solution of N-methyl-N-[2-(1-thia-3,8-diazaspiro[4.5]dec-2-en-2-yl)-1H-indol-7-yl]thiophene-2-sulfonamide (100 mg) and 1-methyl-4H-imidazole-2-carbaldehyde (33 mg) in tetrahydrofuran (3 ml) was added sodium triacetoxyborohydride (125 mg), and the mixture was stirred at room temperature for 18 hr. Water was added to the reaction mixture, and the mixture was extracted with ethyl acetate. The ethyl acetate layer was washed with saturated brine, dried (MgSO4), and concentrated. The obtained res... Reactants: [H][H] (hydrogen), alcohol, C(C)OC(C1=CC=C(C=C1)O)=O (ethyl-p-hydroxybenzoate), ketone. Reagents/catalysts: [Pd] (palladium on carbon). Run in C(C)(C)O (isopropyl alcohol). Reaction conditions: time 4 hour. Yields the product C(CC)(=O)OC1CCC(CC1)C(=O)OCC (4-Propionoxy-Cyclohexane Carboxylic Acid, Ethyl Ester). RXN SMILES: [CH2:1]([O:3][C:4](=[O:12])[C:5]1[CH:10]=[CH:9][C:8]([OH:11])=[CH:7][CH:6]=1)[CH3:2].[H][H]>[Pd].C(O)(C)C>[C:4]([O:11][CH:8]1[CH2:9][CH2:10][CH:5]([C:4]([O:3][CH2:1][CH3:2])=[O:12])[CH2:6][CH2:7]1)(=[O:3])[CH2:5][CH3:6]. Reported procedure: 289 Grams of ethyl-p-hydroxybenzoate and 4 grams of 5% palladium on carbon are charged to a 1-liter magnetically stirred autoclave. The material is hydrogenated at 125°-140° C. and 50 psig hydrogen pressure. Hydrogenation is continued until the uptake is approximately 70% of theory. GLC analysis indicates that the reaction mass is now 71% ketone and 7.6% alcohol. The reaction product is cooled, diluted with isopropyl alcohol, filters. The isopropyl alcohol is removed by stripping and the remaind...